Dataset: the Open Reaction Database (ORD), a public repository of structured organic reaction records. Task: describe an organic reaction: reactants, conditions, products, and yield Starting materials: O=C[C@H](O)[C@@H](O)[C@H](O)CO (D-xylose), [C@@H]1([C@@H]([C@@H]([C@@H]([C@H]([C@@H]1O)O)O)O)O)O (inositol), C([C@@H]1[C@H]([C@@H]([C@H]([C@H](O1)O[C@]2([C@H]([C@@H]([C@H](O2)CO)O)O)CO)O)O)O)O (sucrose), D-mannite +, C([C@@H]1[C@@H]([C@@H]([C@H]([C@H](O1)OC[C@@H]2[C@H]([C@@H]([C@H]([C@H](O2)O[C@]3([C@H]([C@@H]([C@H](O3)CO)O)O)CO)O)O)O)O)O)O)O (raffinose), O=C[C@H](O)[C@@H](O)[C@H](O)[C@H](O)CO (D-glucose), OCC(=O)[C@@H](O)[C@H](O)[C@H](O)CO (D-fructose), O=C[C@H](O)[C@H](O)[C@@H](O)[C@@H](O)C (L-rhamnose). Yields the product O=C[C@H](O)[C@@H](O)[C@@H](O)CO (L-arabinose). RXN SMILES: [O:1]=[CH:2][C@@H:3]([C@H:5]([C@@H:7]([CH2:9][OH:10])[OH:8])[OH:6])[OH:4].O=C[C@@H]([C@H]([C@@H]([C@@H](CO)O)O)O)O.OCC([C@H]([C@@H]([C@@H](CO)O)O)O)=O.C(O)[C@H]1O[C@H](O[C@]2(CO)O[C@H](CO)[C@@H](O)[C@@H]2O)[C@H](O)[C@@H](O)[C@@H]1O.[C@@H]1(O)[C@@H](O)[C@H](O)[C@@H](O)[C@@H](O)[C@H]1O.O=C[C@@H]([C@@H]([C@H]([C@H](C)O)O)O)O.C(O)[C@H]1O[C@H](OC[C@H]2O[C@H](O[C@]3(CO)O[C@H](CO)[C@@H](O)[C@@H]3O)[C@H](O)[C@@H](O)[C@@H]2O)[C@H](O)[C@@H](O)[C@H]1O>>[O:1]=[CH:2][C@@H:3]([C@H:5]([C@H:7]([CH2:9][OH:10])[OH:8])[OH:6])[OH:4]. Procedure details: D-xylose +; D-glucose +; D-fructose +; sucrose +; inositol +; L-rhamnose +; raffinose +; D-mannite + Starting materials: OC1OC(C2C1=CC=CC21CCN(CC1)C(=O)OC(C)(C)C)O (1,3-dihydro-1,3-dihydroxyspiro[4H-2-benzofuran-4,4'-piperidine]-1'-carboxylic acid, 1,1-dimethylethyl ester), N (ammonia), CO (methanol). Reaction conditions: time 8 hour. The product is N1(CCC2(CC1)CNCC1=CC=CC=C12)C(=O)OC(C)(C)C (1,2,3,4-tetrahydrospiro[isoquinolin-4,4'-piperidine]-1'-carboxylic acid, 1,1-dimethylethyl ester). As a reaction SMILES: O[CH:2]1[C:6]2=[CH:7][CH:8]=[CH:9][C:10]3([CH2:15][CH2:14][N:13]([C:16]([O:18][C:19]([CH3:22])([CH3:21])[CH3:20])=[O:17])[CH2:12][CH2:11]3)[CH:5]2[CH:4](O)O1.[NH3:24].[CH3:25]O>>[N:13]1([C:16]([O:18][C:19]([CH3:21])([CH3:22])[CH3:20])=[O:17])[CH2:14][CH2:15][C:10]2([C:5]3[C:6](=[CH:7][CH:8]=[CH:25][CH:4]=3)[CH2:2][NH:24][CH2:9]2)[CH2:11][CH2:12]1. Procedure details: The intermediate of Step A (100 mg) was stirred in methanol (2 mL) saturated with ammonia for one day, and evaporated to remove ammonia. The residue was redissolved in methanol (3 mL) and sodium cyanoborohydride (50 mg, excess) was added. The mixture was stirred overnight. Evaporation and purification gave the amine. Starting materials: CCCCc1nc2ccc(C(=O)O)cc2n1Cc1ccc(-c2ccccc2C(=O)OC(C)(C)C)cc1, CC(C)COC(=O)Cl, CN1CCOCC1, NCCc1ccccc1, C1CCOC1. The product is CCCCc1nc2ccc(C(=O)NCCc3ccccc3)cc2n1Cc1ccc(-c2ccccc2C(=O)OC(C)(C)C)cc1. Reaction SMILES: [CH2:1]([CH2:2][CH2:3][CH3:4])[c:5]1[n:6][c:7]2[c:8]([n:9]1[CH2:10][c:11]1[cH:12][cH:13][c:14](-[c:17]3[c:18]([C:23](=[O:24])[O:25][C:26]([CH3:27])([CH3:28])[CH3:29])[cH:19][cH:20][cH:21][cH:22]3)[cH:15][cH:16]1)[cH:30][c:31]([C:34](=[O:35])[OH:36])[cH:32][cH:33]2.[CH2:44]([O:45][C:46]([Cl:47])=[O:48])[CH:49]([CH3:50])[CH3:51].[CH3:37][N:38]1[CH2:39][CH2:40][O:41][CH2:42][CH2:43]1.[NH2:52][CH2:53][CH2:54][c:55]1[cH:56][cH:57][cH:58][cH:59][cH:60]1.[O:61]1[CH2:62][CH2:63][CH2:64][CH2:65]1>>[CH2:1]([CH2:2][CH2:3][CH3:4])[c:5]1[n:6][c:7]2[c:8]([n:9]1[CH2:10][c:11]1[cH:12][cH:13][c:14](-[c:17]3[c:18]([C:23](=[O:24])[O:25][C:26]([CH3:27])([CH3:28])[CH3:29])[cH:19][cH:20][cH:21][cH:22]3)[cH:15][cH:16]1)[cH:30][c:31]([C:34](=[O:36])[NH:52][CH2:53][CH2:54][c:55]1[cH:56][cH:57][cH:58][cH:59][cH:60]1)[cH:32][cH:33]2. The reactants are C(C)(=O)[O-].[Na+] (sodium acetate), Cl(=O)(=O)(=O)O.ClC1=CC=C(C=C1)C(C1=C(C=C(N1C)CC(=O)OC)C)=NC (Methyl 5-[(4-chlorophenyl)(methylimino)methyl]-1,4-dimethyl-1H-pyrrole-2-acetate perchlorate), C([O-])(O)=O.[Na+] (sodium bicarbonate), S(=O)(=O)(OC)OC (dimethyl sulfate). Solvent: O (water), CO (methanol), O (water). The product is ClC1=CC=C(C(=O)C2=C(C=C(N2C)CC(=O)OC)C)C=C1 (Methyl 5-(4-chlorobenzoyl)-1,4-dimethyl-1H-pyrrole-2-acetate). The yield is 65.0%. Reaction SMILES: Cl(O)(=O)(=O)=O.[Cl:6][C:7]1[CH:12]=[CH:11][C:10]([C:13](=NC)[C:14]2[N:18]([CH3:19])[C:17]([CH2:20][C:21]([O:23][CH3:24])=[O:22])=[CH:16][C:15]=2[CH3:25])=[CH:9][CH:8]=1.C(=O)(O)[O-:29].[Na+].S(OC)(OC)(=O)=O.C([O-])(=O)C.[Na+]>CO.O>[Cl:6][C:7]1[CH:12]=[CH:11][C:10]([C:13]([C:14]2[N:18]([CH3:19])[C:17]([CH2:20][C:21]([O:23][CH3:24])=[O:22])=[CH:16][C:15]=2[CH3:25])=[O:29])=[CH:9][CH:8]=1 |f:0.1,2.3,5.6|. Procedure details: Methyl 5-[(4-chlorophenyl)(methylimino)methyl]-1,4-dimethyl-1H-pyrrole-2-acetate perchlorate (1.5 g, 3.6 mmole) was treated with saturated aqueous sodium bicarbonate and extracted with chloroform (50 ml). The organic phase was dried over magnesium sulfate, filtered and concentrated. The residue was treated with dimethyl sulfate (0.62 g, 4.9 mmole) and heated at ~40° C. for one hour. The viscous reaction mixture was dissolved in methanol (10 ml) and treated with sodium acetate (2 g, 24 mmole) and... Starting materials: N1N=CC(=C1)S(=O)(=O)O (1H-pyrazole-4-sulfonic acid), P(Cl)(Cl)(Cl)(Cl)Cl (phosphorous pentachloride). Solvent: C1(=CC=CC=C1)C (toluene). Conditions: temperature 180 celsius. Yields the product N1N=CC(=C1)S(=O)(=O)Cl (1H-pyrazole-4-sulfonyl chloride). Reaction SMILES: [NH:1]1[CH:5]=[C:4]([S:6]([OH:9])(=O)=[O:7])[CH:3]=[N:2]1.P(Cl)(Cl)(Cl)(Cl)[Cl:11]>C1(C)C=CC=CC=1>[NH:1]1[CH:5]=[C:4]([S:6]([Cl:11])(=[O:9])=[O:7])[CH:3]=[N:2]1. Procedure details: A mixture of 1H-pyrazole-4-sulfonic acid (J. Am. Chem. Soc.; 1955, 77, 6532) (1.0 g, 4.0 mmol) and phosphorous pentachloride (1.6 g, 7.7 mmol) were heated up to 180° C. over the period of an hour. The mixture began to reflux but not fully molten. The reaction mixture was cooled to 130° C. and toluene (5 ml) was added and allowed to cool to room temperature with stirring. The white solid was filtered off. The filtrate solvent was removed under reduced pressure and azeotroped with toluene and DCM ... Reactants: O=S(CCN(C)C)(N)=O, OB(O)C1=CC=C(C(F)(F)F)C=C1. The reagents and catalysts are [F-].[Cs+], CC(=O)[O-].CC(=O)[O-].[Cu+2]. Solvent: ClCCCl, ClCCCl. Run at temperature 60 celsius, time 18 hour. Product: O=S(CCN(C)C)(NC1=CC=C(C(F)(F)F)C=C1)=O, O=S(CCN(C)C)(N(C1=CC=C(C(F)(F)F)C=C1)C2=CC=C(C(F)(F)F)C=C2)=O. Yield: 7.6%. Procedure: Reactions were run in 8 x 30 mm glass vial inserts in 96 well-plate Para-dox Aluminum Reaction Blocks. The reaction components were dosed according to the design shown in Figure S2 and Figure S3. First, the catalysts (2 umol per vial) and solid bases (20 umol per vial) were added by dosing 50 uL each of a stock solution in 1,2-dichloroethane (40 mM for catalysts, 0.4 M for bases) via single-channel pipette. The 1,2-dichloroethane was then removed via centrifugal evaporation using a Genevac EZ-2 ... Reactants: CC(C)(C)OC(=O)N1CCN(c2ccc(O)cc2)CC1, CCI, C1CCOC1, [H-], [Na+], CN(C)C=O. Product: CCOc1ccc(N2CCN(C(=O)OC(C)(C)C)CC2)cc1. As a reaction SMILES: [C:1]([CH3:2])([CH3:3])([CH3:4])[O:5][C:6](=[O:7])[N:8]1[CH2:9][CH2:10][N:11]([c:14]2[cH:15][cH:16][c:17]([OH:20])[cH:18][cH:19]2)[CH2:12][CH2:13]1.[CH2:28]([CH3:29])[I:30].[CH2:31]1[O:32][CH2:33][CH2:34][CH2:35]1.[H-:21].[Na+:22].[O:23]=[CH:24][N:25]([CH3:26])[CH3:27]>>[C:1]([CH3:2])([CH3:3])([CH3:4])[O:5][C:6](=[O:7])[N:8]1[CH2:9][CH2:10][N:11]([c:14]2[cH:15][cH:16][c:17]([O:20][CH2:28][CH3:29])[cH:18][cH:19]2)[CH2:12][CH2:13]1.